The task is: describe an organic reaction: reactants, conditions, products, and yield. This data is from the Open Reaction Database (ORD), a public repository of structured organic reaction records. Starting materials: C(=O)CO[C@@H]1CC2CC[C@H]3[C@@H]4CCC([C@@]4(C)CC[C@@H]3[C@]2(CC1)C)=O (3β-formylmethoxy-androstan-17-one), [BH4-].[Na+] (sodium borohydride), O (water). The solvent is CO (methanol). Product: OCCO[C@@H]1CC2CC[C@H]3[C@@H]4CCC([C@@]4(C)CC[C@@H]3[C@]2(CC1)C)=O (3β-(2-Hydroxyethoxy)-androstan-17-one). Isolated yield 87.0%. Reaction SMILES: [CH:1]([CH2:3][O:4][C@H:5]1[CH2:22][CH2:21][C@@:20]2([CH3:23])[CH:7]([CH2:8][CH2:9][C@@H:10]3[C@@H:19]2[CH2:18][CH2:17][C@@:15]2([CH3:16])[C@H:11]3[CH2:12][CH2:13][C:14]2=[O:24])[CH2:6]1)=[O:2].[BH4-].[Na+].O>CO>[OH:2][CH2:1][CH2:3][O:4][C@H:5]1[CH2:22][CH2:21][C@@:20]2([CH3:23])[CH:7]([CH2:8][CH2:9][C@@H:10]3[C@@H:19]2[CH2:18][CH2:17][C@@:15]2([CH3:16])[C@H:11]3[CH2:12][CH2:13][C:14]2=[O:24])[CH2:6]1 |f:1.2|. Procedure details: To a solution of 4.0 g of 3β-formylmethoxy-androstan-17-one in 50 ml of methanol 0.60 g of sodium borohydride were added slowly at -78° C. After 1/2 hr 20 ml of water were added, the methanol was distilled under reduced pressure, and the mixture was extracted with methylene chloride; the organic layer was washed with water, dried over sodium sulfate and evaporated to dryness under reduced pressure. The crude product was purified by flash-chromatography (SiO2) using n-hexane/ethyl acetate 80/20 a... The reactants are FC1=CC=C(C=C1)C1=NC2=CC(=C(C=C2N=C1N(C)C(C)C)C(=O)OC)O (methyl 2-(4-fluorophenyl)-7-hydroxy-3-(isopropyl(methyl)amino)quinoxaline-6-carboxylate), [OH-].[Na+] (sodium hydroxide). The solvent is CO (methanol), O (water). Run at time 8 hour. Product: FC1=CC=C(C=C1)C1=NC2=CC(=C(C=C2N=C1N(C)C(C)C)C(=O)O)O (2-(4-fluorophenyl)-7-hydroxy-3-(isopropyl(methyl)amino)quinoxaline-6-carboxylic acid). Yield: 89.6%. RXN SMILES: [F:1][C:2]1[CH:7]=[CH:6][C:5]([C:8]2[C:17]([N:18]([CH:20]([CH3:22])[CH3:21])[CH3:19])=[N:16][C:15]3[C:10](=[CH:11][C:12]([OH:27])=[C:13]([C:23]([O:25]C)=[O:24])[CH:14]=3)[N:9]=2)=[CH:4][CH:3]=1.[OH-].[Na+]>CO.O>[F:1][C:2]1[CH:3]=[CH:4][C:5]([C:8]2[C:17]([N:18]([CH:20]([CH3:22])[CH3:21])[CH3:19])=[N:16][C:15]3[C:10](=[CH:11][C:12]([OH:27])=[C:13]([C:23]([OH:25])=[O:24])[CH:14]=3)[N:9]=2)=[CH:6][CH:7]=1 |f:1.2|. Reported procedure: To a solution of methyl 2-(4-fluorophenyl)-7-hydroxy-3-(isopropyl(methyl)amino)quinoxaline-6-carboxylate (45 mg, 0.12 mmol) in methanol (30 mL) and water (1.0 mL) was added sodium hydroxide (19.5 mg, 0.49 mmol) with stirring overnight at room temperature. The reaction mixture was concentrated in vacuo, dissolved in water (30 mL), adjusted to pH 5 with hydrochloric acid (3N) to give the precipitate, which was collected by filtration to afford 2-(4-fluorophenyl)-7-hydroxy-3-(isopropyl(methyl)amino... Reactants: OC1=CC=CC=2NN=NC21 (hydroxybenzotriazole), Cl.C(C)N=C=NCCCN(C)C (1-ethyl-3-(3-dimethylaminopropyl)carbodiimide hydrochloride), C(C)(C)N(CC)C(C)C (diisopropylethylamine), C(C1=CC=CC=C1)C1=NN=C(S1)N (5-benzyl-1,3,4-thiadiazol-2-amine), C(C)(C)(C)OC(=O)C[C@@H]1CC[C@H](CC1)C1=CC=C(C(=O)O)C=C1 (trans-4-(4-tert-butoxycarbonylmethylcyclohexyl)benzoic acid). The solvent is ClCCl (dichloromethane), mixture, ClCCl (dichloromethane), CN(C=O)C (dimethylformamide). The product is C(C1=CC=CC=C1)C1=NN=C(S1)NC(=O)C1=CC=C(C=C1)[C@@H]1CC[C@H](CC1)CC(=O)OC(C)(C)C (tert-butyl trans-{4-[4-(5-benzyl[1.3.4]thiadiazol-2-ylcarbamoyl)phenyl)cyclohexyl}acetate). The yield is 67.6%. Reaction SMILES: [C:1]([O:5][C:6]([CH2:8][C@H:9]1[CH2:14][CH2:13][C@H:12]([C:15]2[CH:23]=[CH:22][C:18]([C:19]([OH:21])=O)=[CH:17][CH:16]=2)[CH2:11][CH2:10]1)=[O:7])([CH3:4])([CH3:3])[CH3:2].OC1C2N=NNC=2C=CC=1.Cl.C(N=C=NCCCN(C)C)C.C(N(C(C)C)CC)(C)C.[CH2:55]([C:62]1[S:66][C:65]([NH2:67])=[N:64][N:63]=1)[C:56]1[CH:61]=[CH:60][CH:59]=[CH:58][CH:57]=1>ClCCl.CN(C)C=O>[CH2:55]([C:62]1[S:66][C:65]([NH:67][C:19]([C:18]2[CH:17]=[CH:16][C:15]([C@H:12]3[CH2:13][CH2:14][C@H:9]([CH2:8][C:6]([O:5][C:1]([CH3:4])([CH3:3])[CH3:2])=[O:7])[CH2:10][CH2:11]3)=[CH:23][CH:22]=2)=[O:21])=[N:64][N:63]=1)[C:56]1[CH:57]=[CH:58][CH:59]=[CH:60][CH:61]=1 |f:2.3|. Procedure: 3 g of trans-4-(4-tert-butoxycarbonylmethylcyclohexyl)benzoic acid (9.42 mmol, 1 eq.) are placed in 35 mL of a mixture of dichloromethane and dimethylformamide in a 250 mL round-bottomed flask under a nitrogen atmosphere, at room temperature. 1.528 g of hydroxybenzotriazole (11.1 mmol, 2 eq.), 2.168 g of 1-ethyl-3-(3-dimethylaminopropyl)carbodiimide hydrochloride (11.1 mmol, 2 eq.), 3.11 mL of diisopropylethylamine (18.84 mmol, 2 eq.) and 2.162 g of 5-benzyl-1,3,4-thiadiazol-2-amine (11.1 mmol, ... Reactants: CCN(CC)CCNc1ccc(-n2ccc(OCc3ccccc3)cc2=O)cc1, CO, [Na+], [OH-]. The product is CCN(CC)CCN(C)c1ccc(-n2ccc(OCc3ccccc3)cc2=O)cc1. Reaction SMILES: [CH2:1]([c:2]1[cH:3][cH:4][cH:5][cH:6][cH:7]1)[O:8][c:9]1[cH:10][c:11](=[O:29])[n:12](-[c:15]2[cH:16][cH:17][c:18]([NH:21][CH2:22][CH2:23][N:24]([CH2:25][CH3:26])[CH2:27][CH3:28])[cH:19][cH:20]2)[cH:13][cH:14]1.[CH3:32][OH:33].[Na+:31].[OH-:30]>>[CH2:1]([c:2]1[cH:3][cH:4][cH:5][cH:6][cH:7]1)[O:8][c:9]1[cH:10][c:11](=[O:29])[n:12](-[c:15]2[cH:16][cH:17][c:18]([N:21]([CH2:22][CH2:23][N:24]([CH2:25][CH3:26])[CH2:27][CH3:28])[CH3:32])[cH:19][cH:20]2)[cH:13][cH:14]1.